From a dataset of the Open Reaction Database (ORD), a public repository of structured organic reaction records. describe an organic reaction: reactants, conditions, products, and yield The product is CN[C@H]1CC[C@H](C2=C1C=CC=C2)C=3C=CC(=C(C3)Cl)Cl (Sertraline). The solvent is C(C)(=O)OCC (ethyl acetate). Reported procedure: Sertraline hydrochloride (300 g) was slurried in a 3.1 mixture of water (3 liters) and ethyl acetate (1 liter). The pH of the slurry was adjusted to 8.0 by the addition of approximately 1 liter of 1N sodium hydroxide solution. The free base of sertraline partitioned into the ethyl acetate phase. The two phases were allowed to separate completely by allowing the biphasic solution to stand overnight without agitation. The ethyl acetate layer was then separated and washed twice with 3 liters of dei... Conditions: time 8 hour. Reactants: CN[C@H]1CC[C@H](C2=C1C=CC=C2)C=3C=CC(=C(C3)Cl)Cl.Cl (Sertraline hydrochloride), O (water), [OH-].[Na+] (sodium hydroxide). As a reaction SMILES: [CH3:1][NH:2][C@@H:3]1[C:8]2[CH:9]=[CH:10][CH:11]=[CH:12][C:7]=2[C@H:6]([C:13]2[CH:14]=[CH:15][C:16]([Cl:20])=[C:17]([Cl:19])[CH:18]=2)[CH2:5][CH2:4]1.Cl.O.[OH-].[Na+]>C(OCC)(=O)C>[CH3:1][NH:2][C@@H:3]1[C:8]2[CH:9]=[CH:10][CH:11]=[CH:12][C:7]=2[C@H:6]([C:13]2[CH:14]=[CH:15][C:16]([Cl:20])=[C:17]([Cl:19])[CH:18]=2)[CH2:5][CH2:4]1 |f:0.1,3.4|. The reactants are CC(C)(C)OC(=O)Nc1ncc(Br)s1, COc1ccc(CCl)cc1, ClCCl. Reaction SMILES: [C:1]([CH3:2])([CH3:3])([CH3:4])[O:5][C:6]([NH:7][c:8]1[s:9][c:10]([Br:13])[cH:11][n:12]1)=[O:14].[Cl:15][CH2:16][c:17]1[cH:18][cH:19][c:20]([O:23][CH3:24])[cH:21][cH:22]1.[Cl:25][CH2:26][Cl:27]>>[C:1]([CH3:2])([CH3:3])([CH3:4])[O:5][C:6]([N:7]([c:8]1[s:9][c:10]([Br:13])[cH:11][n:12]1)[CH2:16][c:17]1[cH:18][cH:19][c:20]([O:23][CH3:24])[cH:21][cH:22]1)=[O:14]. Product: COc1ccc(CN(C(=O)OC(C)(C)C)c2ncc(Br)s2)cc1. Starting materials: Cc1ccccc1, CCOC(=O)C(=CN(C)C)N=C=O, Nc1ccccc1. The product is CCOC(=O)C(=CN(C)C)NC(=O)Nc1ccccc1. As a reaction SMILES: [CH3:21][c:22]1[cH:23][cH:24][cH:25][cH:26][cH:27]1.[N:1](=[C:2]=[O:3])[C:4]([C:5](=[O:6])[O:7][CH2:8][CH3:9])=[CH:10][N:11]([CH3:12])[CH3:13].[NH2:14][c:15]1[cH:16][cH:17][cH:18][cH:19][cH:20]1>>[NH:1]([C:2](=[O:3])[NH:14][c:15]1[cH:16][cH:17][cH:18][cH:19][cH:20]1)[C:4]([C:5](=[O:6])[O:7][CH2:8][CH3:9])=[CH:10][N:11]([CH3:12])[CH3:13]. The reactants are CC1=CC=C(C=C1)SC(C(C)=O)=NNC1=CC=C(C=C1)OC (1-[(4-methylphenyl)thio]-1-[(4-methoxyphenyl)hydrazono]-2-propanone), C(C)OC(CC#N)=O (ethylcyanoacetate), C(C)(=O)[O-].[NH4+] (ammonium acetate). The solvent is C(Cl)Cl (methylene chloride). Reaction conditions: temperature 160 celsius. Yields the product CC1=CC=C(C=C1)SC=1C(=C(C(N(N1)C1=CC=C(C=C1)OC)=O)C#N)C (6-[(4-methylphenyl)thio]-2,3-dihydro-2-(4-methoxyphenyl)-5-methyl-3-oxo-4-pyridazinecarbonitrile). As a reaction SMILES: [CH3:1][C:2]1[CH:7]=[CH:6][C:5]([S:8][C:9](=[N:13][NH:14][C:15]2[CH:20]=[CH:19][C:18]([O:21][CH3:22])=[CH:17][CH:16]=2)[C:10](=O)[CH3:11])=[CH:4][CH:3]=1.C(O[C:26](=[O:30])[CH2:27][C:28]#[N:29])C.C([O-])(=O)C.[NH4+]>C(Cl)Cl>[CH3:1][C:2]1[CH:3]=[CH:4][C:5]([S:8][C:9]2[C:10]([CH3:11])=[C:27]([C:28]#[N:29])[C:26](=[O:30])[N:14]([C:15]3[CH:20]=[CH:19][C:18]([O:21][CH3:22])=[CH:17][CH:16]=3)[N:13]=2)=[CH:6][CH:7]=1 |f:2.3|. Procedure details: An intimate, magnetically stirred mixture of 440 mg (1.40 mmol) of 1-[(4-methylphenyl)thio]-1-[(4-methoxyphenyl)hydrazono]-2-propanone 370 μl of ethylcyanoacetate and 178 mg of ammonium acetate was heated under a nitrogen atmosphere at 160° C. for 30 min. The reaction mixture was cooled and dissolved in methylene chloride. The organic layer was washed successively with saturated aqueous sodium bicarbonate and water. The organic layer was dried over magnesium sulfate and evaporated in vacuo to yi... Procedure details: In analogy to the procedure described in example 7.2, [rac]-6-{2-[2-(4-chloro-phenyl)-2H-indazol-3-yl]-2-cyclohexyl-ethoxy}-nicotinic acid methyl ester was treated with 1 N aqueous lithium hydroxide solution in THF and MeOH to give the title compound as colorless oil. MS: m/e=476.1 [M+H+]. The solvent is C1CCOC1 (THF), CO (MeOH). Product: ClC1=CC=C(C=C1)N1N=C2C=CC=CC2=C1C(COC1=NC=C(C(=O)O)C=C1)C1CCCCC1 ([rac]-6-{2-[2-(4-Chloro-phenyl)-2H-indazol-3-yl]-2-cyclohexyl-ethoxy}-nicotinic acid). Reaction SMILES: C[O:2][C:3](=[O:35])[C:4]1[CH:9]=[CH:8][C:7]([O:10][CH2:11][CH:12]([C:19]2[N:20]([C:28]3[CH:33]=[CH:32][C:31]([Cl:34])=[CH:30][CH:29]=3)[N:21]=[C:22]3[C:27]=2[CH:26]=[CH:25][CH:24]=[CH:23]3)[CH:13]2[CH2:18][CH2:17][CH2:16][CH2:15][CH2:14]2)=[N:6][CH:5]=1.[OH-].[Li+]>C1COCC1.CO>[Cl:34][C:31]1[CH:32]=[CH:33][C:28]([N:20]2[C:19]([CH:12]([CH:13]3[CH2:18][CH2:17][CH2:16][CH2:15][CH2:14]3)[CH2:11][O:10][C:7]3[CH:8]=[CH:9][C:4]([C:3]([OH:35])=[O:2])=[CH:5][N:6]=3)=[C:27]3[C:22]([CH:23]=[CH:24][CH:25]=[CH:26]3)=[N:21]2)=[CH:29][CH:30]=1 |f:1.2|. Starting materials: [OH-].[Li+] (lithium hydroxide), COC(C1=CN=C(C=C1)OCC(C1CCCCC1)C=1N(N=C2C=CC=CC12)C1=CC=C(C=C1)Cl)=O ([rac]-6-{2-[2-(4-chloro-phenyl)-2H-indazol-3-yl]-2-cyclohexyl-ethoxy}-nicotinic acid methyl ester).